This data is from the Open Reaction Database (ORD), a public repository of structured organic reaction records. The task is: describe an organic reaction: reactants, conditions, products, and yield The reactants are C(C)OC(=O)C1CCNCC1 (piperidine-4-carboxylic acid ethyl ester), N1=CC=CC=C1 (pyridine), ClC1=C(C=C(C=C1)C=1C(CC(NN1)=O)C)[N+](=O)[O-] (6-(4-chloro-3-nitro-phenyl)-5-methyl-4,5-dihydro-3(2H)-pyridazinone), ice water. The solvent is O1CCOCC1 (dioxane). The product is C(C)OC(=O)C1CCN(CC1)C1=C(C=C(C=C1)C=1C(CC(NN1)=O)C)[N+](=O)[O-] (6-[4-(4-ethoxycarbonyl-piperidin-1-yl)-3-nitro-phenyl]-5-methyl-4,5-dihydro-3(2H)-pyridazinone). RXN SMILES: Cl[C:2]1[CH:7]=[CH:6][C:5]([C:8]2[CH:9]([CH3:15])[CH2:10][C:11](=[O:14])[NH:12][N:13]=2)=[CH:4][C:3]=1[N+:16]([O-:18])=[O:17].[CH2:19]([O:21][C:22]([CH:24]1[CH2:29][CH2:28][NH:27][CH2:26][CH2:25]1)=[O:23])[CH3:20].N1C=CC=CC=1>O1CCOCC1>[CH2:19]([O:21][C:22]([CH:24]1[CH2:29][CH2:28][N:27]([C:2]2[CH:7]=[CH:6][C:5]([C:8]3[CH:9]([CH3:15])[CH2:10][C:11](=[O:14])[NH:12][N:13]=3)=[CH:4][C:3]=2[N+:16]([O-:18])=[O:17])[CH2:26][CH2:25]1)=[O:23])[CH3:20]. Procedure: 2.68 g (10 mmol) of 6-(4-chloro-3-nitro-phenyl)-5-methyl-4,5-dihydro-3(2H)-pyridazinone are boiled under reflux with 3.14 g (20 mmol) of piperidine-4-carboxylic acid ethyl ester and 0.81 ml (10 mmol) of pyridine in 50 ml of dioxane for 5 hours. The reaction mixture is then poured out on 200 ml of ice water and suction filtered to separate the solid, and the filter cake is then washed with water. The reactants are CN(C)c1ccncc1, COc1cc2nccc(Cl)c2cc1OC, Clc1ccccc1Cl, O, Cc1cc2cnccc2cc1O. Product: COc1cc2nccc(Oc3cc4ccncc4cc3C)c2cc1OC. As a reaction SMILES: [CH3:29][N:30]([CH3:31])[c:32]1[cH:33][cH:34][n:35][cH:36][cH:37]1.[Cl:13][c:14]1[cH:15][cH:16][n:17][c:18]2[cH:19][c:20]([O:26][CH3:27])[c:21]([O:24][CH3:25])[cH:22][c:23]12.[Cl:38][c:39]1[cH:40][cH:41][cH:42][cH:43][c:44]1[Cl:45].[OH2:28].[OH:1][c:2]1[cH:3][c:4]2[cH:5][cH:6][n:7][cH:8][c:9]2[cH:10][c:11]1[CH3:12]>>[O:1]([c:2]1[cH:3][c:4]2[cH:5][cH:6][n:7][cH:8][c:9]2[cH:10][c:11]1[CH3:12])[c:14]1[cH:15][cH:16][n:17][c:18]2[cH:19][c:20]([O:26][CH3:27])[c:21]([O:24][CH3:25])[cH:22][c:23]12. Reactants: C(C)(C)(C)OC(CCCCC[C@@H](C(NC=1C=C2C=CC=NC2=CC1)=O)NC(=O)OCC1=CC=CC=C1)=O ((7S)-7-benzyloxycarbonylamino-7-(quinolin-6-ylcarbamoyl)-heptanoic acid tert-butyl ester). Reported procedure: To a stirring solution of (7S)-7-benzyloxycarbonylamino-7-(quinolin-6-ylcarbamoyl)-heptanoic acid tert-butyl ester (11.0 g, 21.8 mmol) in EtOAc and MeOH was added 10% Pd/C. The reaction was charged with H2, degassed and refilled with hydrogen three times. The slurry was stirred at RT for 2 h at balloon pressure, then filtered through a plug of Celite, and solvent was removed under reduced pressure. The hydrogenolysis of the ester yielded 8.0 g (99%) of a thick oil solid after 19 h. 1H NMR (CDCl3... As a reaction SMILES: [C:1]([O:5][C:6](=[O:37])[CH2:7][CH2:8][CH2:9][CH2:10][CH2:11][C@H:12]([NH:26]C(OCC1C=CC=CC=1)=O)[C:13](=[O:25])[NH:14][C:15]1[CH:16]=[C:17]2[C:22](=[CH:23][CH:24]=1)[N:21]=[CH:20][CH:19]=[CH:18]2)([CH3:4])([CH3:3])[CH3:2]>CCOC(C)=O.CO.[Pd]>[C:1]([O:5][C:6](=[O:37])[CH2:7][CH2:8][CH2:9][CH2:10][CH2:11][C@H:12]([NH2:26])[C:13](=[O:25])[NH:14][C:15]1[CH:16]=[C:17]2[C:22](=[CH:23][CH:24]=1)[N:21]=[CH:20][CH:19]=[CH:18]2)([CH3:4])([CH3:2])[CH3:3]. Conditions: time 2 hour. Reagents/catalysts: [Pd] (Pd/C). Isolated yield 99.0%. The solvent is CCOC(=O)C (EtOAc), CO (MeOH). Product: C(C)(C)(C)OC(CCCCC[C@@H](C(NC=1C=C2C=CC=NC2=CC1)=O)N)=O ((7S)-7-AMINO-7-(QUINOLIN-6-YLCARBAMOYL)-HEPTANOIC ACID TERT-BUTYL ESTER), thick oil. Reactants: N12CCCCCC2=NCCC1 (1,8-Diazabicyclo[5,4,0]undec-7-ene), Cl.NCC1=C2C(N(C(C2=CC=C1)=O)C1C(NC(CC1)=O)=O)=O (4-(aminomethyl)-2-(2,6-dioxo(3-piperidyl))isoindoline-1,3-dione hydrochloride), C(CCCCCC)(=O)Cl (heptanoyl chloride). Run in CC#N (CH3CN). Run at time 20 minute. Yields the product O=C1NC(CCC1N1C(C2=CC=CC(=C2C1=O)CNC(CCCCCC)=O)=O)=O (N-{[2-(2,6-dioxo(3-piperidyl))-1,3-dioxoisoindolin-4-yl]methyl}heptanamide). Yield: 66.3%. As a reaction SMILES: N12CCCN=C1CCCCC2.Cl.[NH2:13][CH2:14][C:15]1[CH:23]=[CH:22][CH:21]=[C:20]2[C:16]=1[C:17](=[O:33])[N:18]([CH:25]1[CH2:30][CH2:29][C:28](=[O:31])[NH:27][C:26]1=[O:32])[C:19]2=[O:24].[C:34](Cl)(=[O:41])[CH2:35][CH2:36][CH2:37][CH2:38][CH2:39][CH3:40]>CC#N>[O:32]=[C:26]1[CH:25]([N:18]2[C:17](=[O:33])[C:16]3[C:20](=[CH:21][CH:22]=[CH:23][C:15]=3[CH2:14][NH:13][C:34](=[O:41])[CH2:35][CH2:36][CH2:37][CH2:38][CH2:39][CH3:40])[C:19]2=[O:24])[CH2:30][CH2:29][C:28](=[O:31])[NH:27]1 |f:1.2|. Reported procedure: 1,8-Diazabicyclo[5,4,0]undec-7-ene (0.65 g, 2.22 mmol) was added to a stirred suspension of 4-(aminomethyl)-2-(2,6-dioxo(3-piperidyl))isoindoline-1,3-dione hydrochloride (0.6 g, 1.85 mmol) in CH3CN (50 ml). After stirring for 20 min, heptanoyl chloride (0.33 g, 2.22 mmol) was added. The mixture was stirred at room temperature for 17 hours. The solvent was removed in vacuo and the residue was dissolved in CH2Cl2 (70 ml). The CH2Cl2 solution was washed with 1N HCl (30 ml), H2O (30 ml), brine (30 m... Starting materials: [Na] (sodium), [Na+].C(C=C)(=O)NC(CS(=O)(=O)[O-])(C)C (2acrylamido-2-methylpropanesulfonate sodium salt), C(C=C)(=O)N (acrylamide), C(C=C)(=O)[O-].[NH4+] (ammonium acrylate), [Na+].C(C(=C)C)(=O)NC=1C=C(C(C(=O)[O-])=CC1)O (4-methacrylamidosalicylic acid sodium salt). Yields the product C(C(=C)C)(=O)NC=1C=C(C(C(=O)O)=CC1)O (4-methacrylamidosalicylic acid). As a reaction SMILES: [Na].C([O-])(=O)C=C.[NH4+].[Na+].[C:9]([NH:14][C:15]1[CH:16]=[C:17]([OH:24])[C:18](=[CH:22][CH:23]=1)[C:19]([O-:21])=[O:20])(=[O:13])[C:10]([CH3:12])=[CH2:11].[Na+].C(NC(C)(C)CS([O-])(=O)=O)(=O)C=C.C(N)(=O)C=C>>[C:9]([NH:14][C:15]1[CH:16]=[C:17]([OH:24])[C:18](=[CH:22][CH:23]=1)[C:19]([OH:21])=[O:20])(=[O:13])[C:10]([CH3:12])=[CH2:11] |f:1.2,3.4,5.6,^1:0|. Procedure: Representative high molecular weight inverse emulsion polymers prepared according to the method of Examples 13 and 14 are listed in Table 3. In Table 3, Na or (NH4) AA=sodium or ammonium acrylate, 4-MASA=4-methacrylamidosalicylic acid sodium salt, NaAMPS=2acrylamido-2-methylpropanesulfonate sodium salt, and AcAm=acrylamide. Starting materials: C(C)(=O)C1=C(C(=C2N1CCN(C2=O)CC2=CC=C(C=C2)F)O)C(=O)OCC (ethyl 6-acetyl-2-(4-fluorobenzyl)-8-hydroxy-1-oxo-1,2,3,4-tetrahydropyrrolo[1,2-a]-pyrazine-7-carboxylate), CNN (methylhydrazine), C(C)(=O)O (acetic acid). Run in C(C)O (ethanol). The product is FC1=CC=C(CN2C(C3=C(C4=C(C(=NN(C4=O)C)C)N3CC2)O)=O)C=C1 (8-(4-Fluorobenzyl)-10-hydroxy-2,4-dimethyl-7,8-dihydropyrazino-[1′,2′:1,5]pyrrolo[2,3-d]pyridazine-1,9(2H,6H)-dione). As a reaction SMILES: [C:1]([C:4]1[N:8]2[CH2:9][CH2:10][N:11]([CH2:14][C:15]3[CH:20]=[CH:19][C:18]([F:21])=[CH:17][CH:16]=3)[C:12](=[O:13])[C:7]2=[C:6]([OH:22])[C:5]=1[C:23]([O:25]CC)=O)(=O)[CH3:2].[CH3:28][NH:29][NH2:30].C(O)(=O)C>C(O)C>[F:21][C:18]1[CH:19]=[CH:20][C:15]([CH2:14][N:11]2[CH2:10][CH2:9][N:8]3[C:7](=[C:6]([OH:22])[C:5]4[C:23](=[O:25])[N:29]([CH3:28])[N:30]=[C:1]([CH3:2])[C:4]=43)[C:12]2=[O:13])=[CH:16][CH:17]=1. Procedure: A mixture of ethyl 6-acetyl-2-(4-fluorobenzyl)-8-hydroxy-1-oxo-1,2,3,4-tetrahydropyrrolo[1,2-a]-pyrazine-7-carboxylate (75 mg, 0.2 mmol), methylhydrazine (46 mg, 1 mmol), and a drop of acetic acid in ethanol (4 mL) was heated in a sealed tube at 105° C. overnight. The product mixture was concentrated under vacuum. The residue was recrystallized from methanol to provide the titled product.